This data is from the Open Reaction Database (ORD), a public repository of structured organic reaction records. The task is: describe an organic reaction: reactants, conditions, products, and yield The reactants are OC1CN(CC1CN)CC1=CC=CC=C1 (3-hydroxy-4-aminomethyl-1-phenylmethyl pyrrolidine), Cl (hydrochloric acid). Reagents/catalysts: [Pd] (palladium on carbon). The solvent is CO (methanol), C(C)O (ethanol). The product is Cl.Cl.OC1CNCC1CN (3-HYDROXY-4-AMINOMETHYL-PYRROLIDINE, DIHYDROCHLORIDE). Yield: 70.0%. Reaction SMILES: [OH:1][CH:2]1[CH:6]([CH2:7][NH2:8])[CH2:5][N:4](CC2C=CC=CC=2)[CH2:3]1.[ClH:16]>CO.C(O)C.[Pd]>[ClH:16].[ClH:16].[OH:1][CH:2]1[CH:6]([CH2:7][NH2:8])[CH2:5][NH:4][CH2:3]1 |f:5.6.7|. Procedure: A solution of 2.19 g (10.6 mmol) of 3-hydroxy-4-aminomethyl-1-phenylmethyl pyrrolidine in 60 ml anhydrous methanol and 5.3 ml 5N hydrochloric acid in ethanol was hydrogenized over 1.83 g palladium on carbon for 17 hours. The catalyst was filtered off, the solvent removed to afford 1.39 g (70%) of title compound.